Dataset: the Open Reaction Database (ORD), a public repository of structured organic reaction records. Task: describe an organic reaction: reactants, conditions, products, and yield The reactants are CO, COC(=O)c1cc(C)cs1, [Na+], C1CCOC1, [OH-]. The product is Cc1csc(C(=O)O)c1. Reaction SMILES: [CH3:11][OH:12].[CH3:1][O:2][C:3](=[O:4])[c:5]1[s:6][cH:7][c:8]([CH3:10])[cH:9]1.[Na+:19].[O:13]1[CH2:14][CH2:15][CH2:16][CH2:17]1.[OH-:18]>>[O:2]=[C:3]([OH:4])[c:5]1[s:6][cH:7][c:8]([CH3:10])[cH:9]1. The reactants are Cl (HCl), CN=C(C=1C(C(=O)O)=C(C(=C(C1Cl)Cl)Cl)Cl)O (tetrachlorophthalic acid N-methylimide), COC1=CC=C(C=C1)S (p-methoxythiophenol), C([O-])([O-])=O.[K+].[K+] (potassium carbonate). The solvent is O1CCCC1 (tetrahydrofuran). Product: CN=C(C=1C(C(=O)O)=C(C(=C(C1SC1=CC=C(C=C1)OC)SC1=CC=C(C=C1)OC)SC1=CC=C(C=C1)OC)SC1=CC=C(C=C1)OC)O (Tetrakis-(p-methoxyphenylthio)-phthalic acid N-methylimide). RXN SMILES: [CH3:1][N:2]=[C:3]([OH:17])[C:4]1[C:5](=[C:9](Cl)[C:10](Cl)=[C:11](Cl)[C:12]=1Cl)[C:6]([OH:8])=[O:7].[CH3:18][O:19][C:20]1[CH:25]=[CH:24][C:23]([SH:26])=[CH:22][CH:21]=1.[C:27](=[O:30])([O-])[O-].[K+].[K+].Cl>O1CCCC1>[CH3:1][N:2]=[C:3]([OH:17])[C:4]1[C:5](=[C:9]([S:26][C:23]2[CH:24]=[CH:25][C:20]([O:30][CH3:27])=[CH:21][CH:22]=2)[C:10]([S:26][C:23]2[CH:24]=[CH:25][C:20]([O:19][CH3:18])=[CH:21][CH:22]=2)=[C:11]([S:26][C:23]2[CH:24]=[CH:25][C:20]([O:19][CH3:18])=[CH:21][CH:22]=2)[C:12]=1[S:26][C:23]1[CH:24]=[CH:25][C:20]([O:19][CH3:18])=[CH:21][CH:22]=1)[C:6]([OH:8])=[O:7] |f:2.3.4|. Reported procedure: 2 g (6.7 millimols) of tetrachlorophthalic acid N-methylimide, 4.23 g (30.15 millimols) of p-methoxythiophenol, 6.25 g (45.2 millimols) of potassium carbonate and 20 ml of tetrahydrofuran are stirred at 25° C. for 4 hours. The mixture is acidified with 2N HCl solution and extracted with methylene chloride. The extracts are dried over sodium sulfate and evaporated. After recrystallisation from toluene/cyclohexane, 4.68 g (98% of theory) of the title compound are obtained: melting point 168°-70° C...